describe an organic reaction: reactants, conditions, products, and yield From a dataset of the Open Reaction Database (ORD), a public repository of structured organic reaction records. Starting materials: ClCCl, Cl, CC(C)(C)OC(=O)N1CCN(c2cccc3c2cc(-c2ccccc2)n3S(=O)(=O)c2ccccc2)CC1. The product is Cl, O=S(=O)(c1ccccc1)n1c(-c2ccccc2)cc2c(N3CCNCC3)cccc21. As a reaction SMILES: [Cl:39][CH2:40][Cl:41].[ClH:38].[c:1]1(-[c:7]2[n:8]([S:29](=[O:30])(=[O:31])[c:32]3[cH:33][cH:34][cH:35][cH:36][cH:37]3)[c:9]3[cH:10][cH:11][cH:12][c:13]([N:16]4[CH2:17][CH2:18][N:19]([C:22]([O:23][C:24]([CH3:25])([CH3:26])[CH3:27])=[O:28])[CH2:20][CH2:21]4)[c:14]3[cH:15]2)[cH:2][cH:3][cH:4][cH:5][cH:6]1>>[ClH:38].[c:1]1(-[c:7]2[n:8]([S:29](=[O:30])(=[O:31])[c:32]3[cH:33][cH:34][cH:35][cH:36][cH:37]3)[c:9]3[cH:10][cH:11][cH:12][c:13]([N:16]4[CH2:17][CH2:18][NH:19][CH2:20][CH2:21]4)[c:14]3[cH:15]2)[cH:2][cH:3][cH:4][cH:5][cH:6]1. The reactants are COCOC1CC2C(OC=3[C@@H]4CC[C@H]([C@@H](CCCC(C)C)C)[C@]4(CCC3[C@]2(CC1)C)C)=O (3-(Methoxymethyloxy)-7-oxa-cholest-8(9)-en-6-one), CC=1C=CC(=CC1)S(=O)(=O)O (p-toluenesulfonate), C([O-])(O)=O.[Na+] (sodium bicarbonate). The solvent is C(C)(C)(C)O (tert-butanol). Reaction conditions: temperature 80 celsius, time 1 hour. Product: O[C@H]1CC[C@]2([C@@H](C(OC=3[C@@H]4[C@](CCC23)([C@H](CC4)[C@H](C)CCCC(C)C)C)=O)C1)C ((1R,3aS,5aS,7S,9aS,11aR)-7-Hydroxy-9a,11a-dimethyl-1-[(R)-6-methylheptan-2-yl]-1,2,3,3a,5a,6,7,8,9,9a,11,11a-dodecahydrobenzo[c]cyclopenta[h]chromen-5(10H)-one). The yield is 83.5%. RXN SMILES: COC[O:4][CH:5]1[CH2:29][CH2:28][C@@:27]2([CH3:30])[CH:7]([C:8](=[O:32])[O:9][C:10]3[C@H:11]4[C@:23]([CH3:31])([CH2:24][CH2:25][C:26]=32)[C@@H:14]([C@H:15]([CH3:22])[CH2:16][CH2:17][CH2:18][CH:19]([CH3:21])[CH3:20])[CH2:13][CH2:12]4)[CH2:6]1.CC1C=CC(S(O)(=O)=O)=CC=1.C(=O)(O)[O-].[Na+]>C(O)(C)(C)C>[OH:4][C@@H:5]1[CH2:6][C@@H:7]2[C:8](=[O:32])[O:9][C:10]3[C@H:11]4[CH2:12][CH2:13][C@H:14]([C@@H:15]([CH2:16][CH2:17][CH2:18][CH:19]([CH3:20])[CH3:21])[CH3:22])[C@@:23]4([CH3:31])[CH2:24][CH2:25][C:26]=3[C@@:27]2([CH3:30])[CH2:28][CH2:29]1 |f:2.3|. Procedure details: Compound 56 (110 mg, 0.250 mmol) in obtained in Example 46 was dissolved in tert-butanol (5 mL), and pyrimidium p-toluenesulfonate (1.9 g; 7.4 mmol) was added thereto, followed by stirring at 80° C. for 1 hour. A saturated aqueous sodium bicarbonate solution was added to the reaction mixture, followed by extraction with ethyl acetate twice. The organic layer was dried over anhydrous sodium sulfate, and concentrated under reduced pressure to yield a residue. The residue was purified by column chr... The reactants are FC(F)(Br)Br, CCOCC, CN(C)P(N(C)C)N(C)C, COC(=O)CCCC(C)=O, C1CCOC1. The product is COC(=O)CCCC(C)=C(F)F. RXN SMILES: [Br:1][C:2]([F:3])([F:4])[Br:5].[CH3:26][CH2:27][O:28][CH2:29][CH3:30].[CH3:6][N:7]([P:8]([N:9]([CH3:10])[CH3:11])[N:12]([CH3:13])[CH3:14])[CH3:15].[O:16]=[C:17]([CH2:18][CH2:19][CH2:20][C:21](=[O:22])[O:23][CH3:24])[CH3:25].[O:31]1[CH2:32][CH2:33][CH2:34][CH2:35]1>>[C:2]([F:3])([F:4])=[C:17]([CH2:18][CH2:19][CH2:20][C:21](=[O:22])[O:23][CH3:24])[CH3:25]. Starting materials: CN=C=O (methylisocyanate), C1=CC=C2C=3C(N=CCO2)=NOC13 (4,5-dihydroisoxazolo[3,4,5-ef][1,4]benzoxazepine), [H-].[Na+] (sodium hydride). The solvent is CN(C=O)C (DMF), CN(C=O)C (dimethylformamide), CN(C=O)C (DMF). Conditions: time 15 minute. Product: CNC(=O)C=1C=CC2=C3C(N=CCOC31)=NO2 (4,5-dihydro-3-methylaminocarbonylisoxazolo[3,4,5-ef][1,4]benzoxazepine). Isolated yield 49.0%. Reaction SMILES: [CH:1]1[C:13]2[O:12][N:11]=[C:6]3[N:7]=[CH:8][CH2:9][O:10][C:4]([C:5]=23)=[CH:3][CH:2]=1.[H-].[Na+].[CH3:16][N:17]=[C:18]=[O:19]>CN(C)C=O>[CH3:16][NH:17][C:18]([C:3]1[CH:2]=[CH:1][C:13]2[O:12][N:11]=[C:6]3[N:7]=[CH:8][CH2:9][O:10][C:4]=1[C:5]=23)=[O:19] |f:1.2|. Procedure details: A solution of 4,5-dihydroisoxazolo[3,4,5-ef][1,4]benzoxazepine of Example 7(b) (3.7 g; 21.0 mmole) in 60 ml dimethylformamide (DMF) was added to a suspension of sodium hydride (1.2 g; 25.2 mmole) in DMF. After 15 minutes, a solution of methylisocyanate in 15 ml DMF was added. The reaction was quenched into a dilute solution of HCl and extracted thrice with ethyl acetate. The organics were washed with water and dried (saturated NaCl solution, MgSO4). The desired urea was purified via flash chroma...